From a dataset of the Open Reaction Database (ORD), a public repository of structured organic reaction records. describe an organic reaction: reactants, conditions, products, and yield Starting materials: COCOc1ccc(C(=O)OC)cc1OC(F)(F)F, ClC(Cl)Cl, O, O=C(O)C(F)(F)F. Product: COC(=O)c1ccc(O)c(OC(F)(F)F)c1. Reaction SMILES: [CH3:1][O:2][CH2:3][O:4][c:5]1[c:6]([O:15][C:16]([F:17])([F:18])[F:19])[cH:7][c:8]([C:9](=[O:10])[O:11][CH3:12])[cH:13][cH:14]1.[CH:28]([Cl:29])([Cl:30])[Cl:31].[OH2:27].[OH:20][C:21]([C:22]([F:23])([F:24])[F:25])=[O:26]>>[OH:4][c:5]1[c:6]([O:15][C:16]([F:17])([F:18])[F:19])[cH:7][c:8]([C:9](=[O:10])[O:11][CH3:12])[cH:13][cH:14]1. Starting materials: C(C)(=O)OC(C)=O (acetic anhydride), O[C@@]1([C@]2(C)[C@@H](CC1)[C@@H]1CC[C@H]3CC(C[C@@H]([C@]3(C)[C@H]1CC2)C)=O)CCC (17β-hydroxy-1α-methyl-17α-n-propyl-5α-androstan-3-one). Reagents/catalysts: CN(C1=CC=NC=C1)C (4-dimethylaminopyridine). Run in N1=CC=CC=C1 (pyridine). The product is C(C)(=O)O[C@@]1([C@]2(C)[C@@H](CC1)[C@@H]1CC[C@H]3CC(C[C@@H]([C@]3(C)[C@H]1CC2)C)=O)CCC (17β-acetoxy-1α-methyl-17α-n-propyl-5α-androstan-3-one). RXN SMILES: [OH:1][C@@:2]1([CH2:23][CH2:24][CH3:25])[CH2:7][CH2:6][C@H:5]2[C@H:8]3[C@H:18]([CH2:19][CH2:20][C@:3]12[CH3:4])[C@:16]1([CH3:17])[C@H:11]([CH2:12][C:13](=[O:22])[CH2:14][C@@H:15]1[CH3:21])[CH2:10][CH2:9]3.[C:26](OC(=O)C)(=[O:28])[CH3:27]>N1C=CC=CC=1.CN(C)C1C=CN=CC=1>[C:26]([O:1][C@@:2]1([CH2:23][CH2:24][CH3:25])[CH2:7][CH2:6][C@H:5]2[C@H:8]3[C@H:18]([CH2:19][CH2:20][C@:3]12[CH3:4])[C@:16]1([CH3:17])[C@H:11]([CH2:12][C:13](=[O:22])[CH2:14][C@@H:15]1[CH3:21])[CH2:10][CH2:9]3)(=[O:28])[CH3:27]. Procedure details: 1.5 g of 17β-hydroxy-1α-methyl-17α-n-propyl-5α-androstan-3-one is allowed to stand at room temperature in 6 ml of pyridine with 3 ml of acetic anhydride for 16 hours, after the addition of 75 mg of 4-dimethylaminopyridine. After the mixture has been precipitated into ice water and recrystallized from hexane, 1.3 g of 17β-acetoxy-1α-methyl-17α-n-propyl-5α-androstan-3-one is obtained, m.p. 128°-129° C. Starting materials: [Mg] (magnesium), C(C)I (ethyl iodide), ClCCC(=O)N1CCN(CC1)C1=CC=CC=C1 (1-(β-Chloropropionyl)-4-phenylpiperazine), CC (ethane), Grignard reagent, aqueous solution, CC=1NC2=CC=CC=C2C1 (2-methylindole). The solvent is CCOCC (ether), CCOCC (ether), C(C)(=O)O (acetic acid), C1=CC=CC=C1 (benzene), CCOCC (ether). Yields the product CC=1NC2=CC=CC=C2C1CCC(=O)N1CCN(CC1)C1=CC=CC=C1 (1-[β-(2-methyl-3-indolyl)propionyl]-4-phenylpiperazine). Reaction SMILES: [CH3:1][C:2]1[NH:3][C:4]2[C:9]([CH:10]=1)=[CH:8][CH:7]=[CH:6][CH:5]=2.[Mg].C(I)C.CC.Cl[CH2:18][CH2:19][C:20]([N:22]1[CH2:27][CH2:26][N:25]([C:28]2[CH:33]=[CH:32][CH:31]=[CH:30][CH:29]=2)[CH2:24][CH2:23]1)=[O:21]>CCOCC.C(O)(=O)C.C1C=CC=CC=1>[CH3:1][C:2]1[NH:3][C:4]2[C:9]([C:10]=1[CH2:18][CH2:19][C:20]([N:22]1[CH2:27][CH2:26][N:25]([C:28]3[CH:33]=[CH:32][CH:31]=[CH:30][CH:29]=3)[CH2:24][CH2:23]1)=[O:21])=[CH:8][CH:7]=[CH:6][CH:5]=2. Procedure details: 2-methylindole (26.2 g) dissolved in dry ether (100 ml) was added dropwise to the Grignard reagent prepared from 4.9 g of magnesium and 31.2 g of ethyl iodide in 100 ml of dry ether at 20°-25°C and the mixture was gently refluxed until the evolution of ethane ceased. 1-(β-Chloropropionyl)-4-phenylpiperazine (55.6 g) dissolved in dry ether (100 ml) was then slowly added to the resulting reaction mixture at a temperature below 20°C. At first the addition of the latter caused the precipitation of y... Yields the product Cc1onc(-c2ccccc2)c1C(=O)c1c[nH]c(C(=O)O)c1. RXN SMILES: [CH2:27]1[O:28][CH2:29][CH2:30][CH2:31]1.[CH3:1][O:2][C:3](=[O:4])[c:5]1[nH:6][cH:7][c:8]([C:10](=[O:11])[c:12]2[c:13](-[c:18]3[cH:19][cH:20][cH:21][cH:22][cH:23]3)[n:14][o:15][c:16]2[CH3:17])[cH:9]1.[CH3:32][OH:33].[Li+:25].[OH-:24].[OH2:26].[OH2:34]>>[O:2]=[C:3]([OH:4])[c:5]1[nH:6][cH:7][c:8]([C:10](=[O:11])[c:12]2[c:13](-[c:18]3[cH:19][cH:20][cH:21][cH:22][cH:23]3)[n:14][o:15][c:16]2[CH3:17])[cH:9]1. The reactants are C1CCOC1, COC(=O)c1cc(C(=O)c2c(-c3ccccc3)noc2C)c[nH]1, CO, [Li+], [OH-], O, O. Reactants: [N+](=O)([O-])C1=CC=C(C=C1)N1CCNCC1 (1-(4-nitrophenyl)piperazine), TEA, ClC(=O)OC1=CC=C(C=C1)[N+](=O)[O-] (4-nitrophenyl chloroformate). The solvent is C(Cl)Cl (DCM). Run at time 18 hour. Product: [N+](=O)([O-])C1=CC=C(C=C1)N1CCN(CC1)C(=O)OC1=CC=C(C=C1)[N+](=O)[O-] (4-nitrophenyl 4-(4-nitrophenyl)piperazine-1-carboxylate). As a reaction SMILES: [N+:1]([C:4]1[CH:9]=[CH:8][C:7]([N:10]2[CH2:15][CH2:14][NH:13][CH2:12][CH2:11]2)=[CH:6][CH:5]=1)([O-:3])=[O:2].Cl[C:17]([O:19][C:20]1[CH:25]=[CH:24][C:23]([N+:26]([O-:28])=[O:27])=[CH:22][CH:21]=1)=[O:18]>C(Cl)Cl>[N+:1]([C:4]1[CH:5]=[CH:6][C:7]([N:10]2[CH2:15][CH2:14][N:13]([C:17]([O:19][C:20]3[CH:21]=[CH:22][C:23]([N+:26]([O-:28])=[O:27])=[CH:24][CH:25]=3)=[O:18])[CH2:12][CH2:11]2)=[CH:8][CH:9]=1)([O-:3])=[O:2]. Reported procedure: To a solution of 1-(4-nitrophenyl)piperazine (0.5 g) and TEA (0.7 mL) in DCM (15 mL) at rt was added 4-nitrophenyl chloroformate (0.7 g). The reaction mixture was stirred at rt for 18 h and then partitioned between DCM and ice-water. The separated aqueous layer was extracted with DCM thrice and the pooled organic extracts was washed with water and sat'd NaCl, dried over anhyd. Na2SO4, filtered, and conc. in vacuo to give the crude product as a yellow solid which was recrystallized from DCM and d... Starting materials: CN(C)C=O, CCOC(C)=O, O=[N+]([O-])c1cccnc1Cl, NCc1ccc(F)cc1, [Na+], [Na+], O=C([O-])[O-]. Product: O=[N+]([O-])c1cccnc1NCc1ccc(F)cc1. RXN SMILES: [CH3:26][N:27]([CH3:28])[CH:29]=[O:30].[CH3:31][CH2:32][O:33][C:34](=[O:35])[CH3:36].[Cl:10][c:11]1[n:12][cH:13][cH:14][cH:15][c:16]1[N+:17](=[O:18])[O-:19].[F:1][c:2]1[cH:3][cH:4][c:5]([CH2:6][NH2:7])[cH:8][cH:9]1.[Na+:20].[Na+:21].[O-:22][C:23](=[O:24])[O-:25]>>[F:1][c:2]1[cH:3][cH:4][c:5]([CH2:6][NH:7][c:11]2[n:12][cH:13][cH:14][cH:15][c:16]2[N+:17](=[O:18])[O-:19])[cH:8][cH:9]1. Starting materials: COC1=C(C=CC=C1)C(=O)N=C=S (2-methoxy-1-benzenecarbonyl isothiocyanate), COC1=C(C=CC=C1)C(=O)Cl (2-methoxy-1-benzenecarbonyl chloride), COC=1C=C2C(=CC=NC2=CC1OC)OC1=CC(=C(N)C=C1)F (4-[(6,7-Dimethoxy-4-quinolyl)oxy]-2-fluoroaniline). Run in C(C)O (ethanol), C(C)O (ethanol), C1(=CC=CC=C1)C (toluene). Reaction conditions: time 2 hour. The product is COC1=C(C=CC=C1)C(=O)N=C=S (2-Methoxy-1-benzenecarbonyl isothiocyanate), COC=1C=C2C(=CC=NC2=CC1OC)OC1=CC(=C(C=C1)NC(=S)NC(C1=C(C=CC=C1)OC)=O)F (N-{4-[(6,7-Dimethoxy-4-quinolyl)oxy]-2-fluorophenyl}-N′-(2-methoxybenzoyl)thiourea). Yield: 70.0%. RXN SMILES: COC1C=CC=CC=1C(Cl)=O.[CH3:12][O:13][C:14]1[CH:15]=[C:16]2[C:21](=[CH:22][C:23]=1[O:24][CH3:25])[N:20]=[CH:19][CH:18]=[C:17]2[O:26][C:27]1[CH:33]=[CH:32][C:30]([NH2:31])=[C:29]([F:34])[CH:28]=1.[CH3:35][O:36][C:37]1[CH:42]=[CH:41][CH:40]=[CH:39][C:38]=1[C:43]([N:45]=[C:46]=[S:47])=[O:44]>C1(C)C=CC=CC=1.C(O)C>[CH3:35][O:36][C:37]1[CH:42]=[CH:41][CH:40]=[CH:39][C:38]=1[C:43]([N:45]=[C:46]=[S:47])=[O:44].[CH3:12][O:13][C:14]1[CH:15]=[C:16]2[C:21](=[CH:22][C:23]=1[O:24][CH3:25])[N:20]=[CH:19][CH:18]=[C:17]2[O:26][C:27]1[CH:33]=[CH:32][C:30]([NH:31][C:46]([NH:45][C:43](=[O:44])[C:38]2[CH:39]=[CH:40][CH:41]=[CH:42][C:37]=2[O:36][CH3:35])=[S:47])=[C:29]([F:34])[CH:28]=1. Reported procedure: 2-Methoxy-1-benzenecarbonyl isothiocyanate was prepared using commercially available 2-methoxy-1-benzenecarbonyl chloride (80 mg) as a starting compound according to the description of the literature. 4-[(6,7-Dimethoxy-4-quinolyl)oxy]-2-fluoroaniline (50 mg) was dissolved in toluene (5 ml) and ethanol (1 ml) to prepare a solution. A solution of 2-methoxy-1-benzenecarbonyl isothiocyanate in ethanol (1 ml) was then added to the solution, and the mixture was stirred at room temperature for 2 hr. Th... The reactants are BrC=1C=C(C=NC1)OC (5-bromo-3-methoxypyridine), CC(CC=C)O (4-penten-2-ol), C1(=C(C=CC=C1)P(C1=C(C=CC=C1)C)C1=C(C=CC=C1)C)C (tri-o-tolylphosphine). The reagents and catalysts are C(C)(=O)[O-].[Pd+2].C(C)(=O)[O-] (palladium(II) acetate). Solvent: C(C)#N.C(C)N(CC)CC (acetonitrile triethylamine). Reaction conditions: temperature 140 celsius. Yields the product CN1CC(=CC(=C1)OC)/C=C/CC(C)O ((4E)-N-methyl-5-(5-methoxy-3-pyridyl)-4-penten-2-ol). RXN SMILES: Br[C:2]1[CH:3]=[C:4]([O:8][CH3:9])[CH:5]=[N:6][CH:7]=1.[CH3:10][CH:11]([OH:15])[CH2:12][CH:13]=[CH2:14].[C:16]1(C)C=CC=CC=1P(C1C=CC=CC=1C)C1C=CC=CC=1C>C(#N)C.C(N(CC)CC)C.C([O-])(=O)C.[Pd+2].C([O-])(=O)C>[CH3:16][N:6]1[CH:5]=[C:4]([O:8][CH3:9])[CH:3]=[C:2](/[CH:14]=[CH:13]/[CH2:12][CH:11]([OH:15])[CH3:10])[CH2:7]1 |f:3.4,5.6.7|. Procedure details: The manner in which certain aryl substituted olefinic amine compounds possessing a branched side chain are provided can vary. Using one synthetic approach, a compound such as (4E)-N-methyl-5-(5-methoxy-3-pyridyl)-4-penten-2-amine can be synthesized by coupling a halo-substituted pyridine, 5-bromo-3-methoxypyridine with an olefin containing a secondary alcohol functionality, 4-penten-2-ol, under Heck reaction conditions; and the resulting pyridyl alcohol intermediate can be converted to its p-tol... Reactants: O=[N+]([O-])c1ccc(Br)nc1, CN1CCNCC1, ClCCl. Yields the product CN1CCN(c2ccc([N+](=O)[O-])cn2)CC1. Reaction SMILES: [Br:1][c:2]1[n:3][cH:4][c:5]([N+:8](=[O:9])[O-:10])[cH:6][cH:7]1.[CH3:11][N:12]1[CH2:13][CH2:14][NH:15][CH2:16][CH2:17]1.[Cl:18][CH2:19][Cl:20]>>[c:2]1([N:15]2[CH2:14][CH2:13][N:12]([CH3:11])[CH2:17][CH2:16]2)[n:3][cH:4][c:5]([N+:8](=[O:9])[O-:10])[cH:6][cH:7]1.